From a dataset of the Open Reaction Database (ORD), a public repository of structured organic reaction records. describe an organic reaction: reactants, conditions, products, and yield The reactants are ClC1=CC(=C(C=C1)NC(=O)NC1=CC=C(C=C1)OC1=CC=NC2=CC(=C(C=C12)OC)OC)[N+](=O)[O-] (N-(4-Chloro-2-nitrophenyl)-N'-{4-[(6,7-dimethoxy-4-quinolyl)oxy]phenyl}urea), S(=S)(=O)([O-])[O-].[Na+].[Na+] (sodium thiosulfate). The solvent is C(Cl)(Cl)Cl.CO.O (chloroform methanol water). Run at temperature 60 celsius, time 37 minute. The product is NC1=C(C=CC(=C1)Cl)NC(=O)NC1=CC=C(C=C1)OC1=CC=NC2=CC(=C(C=C12)OC)OC (N-(2-Amino-4-chlorophenyl)-N'-{4-[(6,7 -dimethoxy-4-quinolyl)oxy]phenyl}urea). The yield is 22.2%. RXN SMILES: [Cl:1][C:2]1[CH:7]=[CH:6][C:5]([NH:8][C:9]([NH:11][C:12]2[CH:17]=[CH:16][C:15]([O:18][C:19]3[C:28]4[C:23](=[CH:24][C:25]([O:31][CH3:32])=[C:26]([O:29][CH3:30])[CH:27]=4)[N:22]=[CH:21][CH:20]=3)=[CH:14][CH:13]=2)=[O:10])=[C:4]([N+:33]([O-])=O)[CH:3]=1.S([O-])([O-])(=O)=S.[Na+].[Na+]>C(Cl)(Cl)Cl.CO.O>[NH2:33][C:4]1[CH:3]=[C:2]([Cl:1])[CH:7]=[CH:6][C:5]=1[NH:8][C:9]([NH:11][C:12]1[CH:13]=[CH:14][C:15]([O:18][C:19]2[C:28]3[C:23](=[CH:24][C:25]([O:31][CH3:32])=[C:26]([O:29][CH3:30])[CH:27]=3)[N:22]=[CH:21][CH:20]=2)=[CH:16][CH:17]=1)=[O:10] |f:1.2.3,4.5.6|. Procedure details: N-(4-Chloro-2-nitrophenyl)-N'-{4-[(6,7-dimethoxy-4-quinolyl)oxy]phenyl}urea (158 mg) was dissolved in chloroform/methanol/water (10 ml/70 ml/5 ml), sodium thiosulfate (1.01 g) was added, and the admixture was stirred at 60° C. for 37 minutes. The reaction mixture was extracted 2 times with chloroform, and the organic layer was then washed with brine and dried with anhydrous sodium sulfate. The solvent was removed by reduced-pressure distillation, and the resulting residue was purified by column ... Reactants: CO, CCOC(=O)c1cc(C(=O)c2ccccc2Cl)c(-n2c(C)nnc2CNC(=O)c2cc3ccccc3[nH]2)s1, [Na+], [OH-]. Yields the product Cc1nnc(CNC(=O)c2cc3ccccc3[nH]2)n1-c1sc(C(=O)O)cc1C(=O)c1ccccc1Cl. As a reaction SMILES: [CH3:41][OH:42].[Cl:1][c:2]1[c:3]([C:4](=[O:5])[c:6]2[c:7](-[n:16]3[c:17]([CH2:22][NH:23][C:24](=[O:25])[c:26]4[nH:27][c:28]5[cH:29][cH:30][cH:31][cH:32][c:33]5[cH:34]4)[n:18][n:19][c:20]3[CH3:21])[s:8][c:9]([C:11](=[O:12])[O:13][CH2:14][CH3:15])[cH:10]2)[cH:35][cH:36][cH:37][cH:38]1.[Na+:40].[OH-:39]>>[Cl:1][c:2]1[c:3]([C:4](=[O:5])[c:6]2[c:7](-[n:16]3[c:17]([CH2:22][NH:23][C:24](=[O:25])[c:26]4[nH:27][c:28]5[cH:29][cH:30][cH:31][cH:32][c:33]5[cH:34]4)[n:18][n:19][c:20]3[CH3:21])[s:8][c:9]([C:11](=[O:12])[OH:13])[cH:10]2)[cH:35][cH:36][cH:37][cH:38]1. Product: CCN1CCN(c2c(F)c(N)c3c(=O)c(C(=O)O)cn(C4CC4)c3c2F)CC1. Reaction SMILES: [CH2:22]([CH3:23])[N:24]1[CH2:25][CH2:26][NH:27][CH2:28][CH2:29]1.[CH3:30][C:31]#[N:32].[NH2:1][c:2]1[c:3]2[c:4](=[O:21])[c:5]([C:18](=[O:19])[OH:20])[cH:6][n:7]([CH:15]3[CH2:16][CH2:17]3)[c:8]2[c:9]([F:14])[c:10]([F:13])[c:11]1[F:12]>>[NH2:1][c:2]1[c:3]2[c:4](=[O:21])[c:5]([C:18](=[O:19])[OH:20])[cH:6][n:7]([CH:15]3[CH2:16][CH2:17]3)[c:8]2[c:9]([F:14])[c:10]([N:27]2[CH2:26][CH2:25][N:24]([CH2:22][CH3:23])[CH2:29][CH2:28]2)[c:11]1[F:12]. The reactants are CCN1CCNCC1, CC#N, Nc1c(F)c(F)c(F)c2c1c(=O)c(C(=O)O)cn2C1CC1.